From a dataset of the Open Reaction Database (ORD), a public repository of structured organic reaction records. describe an organic reaction: reactants, conditions, products, and yield Reactants: ClC=1C=C2C=NN(C2=C(C1)CO)CC(C)C ((5-Chloro-1-isobutyl-1H-indazole-7-yl)-methanol), COC(=O)C=1C=C2C(=NC1)NC=C2 (1H-Pyrrolo[2,3-b]pyridine-5-carboxylic acid methyl ester), heterocycle. The product is COC(=O)C=1C=C2C(=NC1)N(C=C2)CC=2C=C(C=C1C=NN(C21)CC(C)C)Cl (1-(5-Chloro-1-isobutyl-1H-indazol-7-ylmethyl)-1H-pyrrolo[2,3-b]pyridine-5-carboxylic acid methyl ester). Isolated yield 73.0%. RXN SMILES: [Cl:1][C:2]1[CH:3]=[C:4]2[C:8](=[C:9]([CH2:11]O)[CH:10]=1)[N:7]([CH2:13][CH:14]([CH3:16])[CH3:15])[N:6]=[CH:5]2.[CH3:17][O:18][C:19]([C:21]1[CH:22]=[C:23]2[CH:29]=[CH:28][NH:27][C:24]2=[N:25][CH:26]=1)=[O:20]>>[CH3:17][O:18][C:19]([C:21]1[CH:22]=[C:23]2[CH:29]=[CH:28][N:27]([CH2:11][C:9]3[CH:10]=[C:2]([Cl:1])[CH:3]=[C:4]4[C:8]=3[N:7]([CH2:13][CH:14]([CH3:16])[CH3:15])[N:6]=[CH:5]4)[C:24]2=[N:25][CH:26]=1)=[O:20]. Reported procedure: Compound 36 was prepared following general method 3A, using compound 17 as a starting material and 1H-Pyrrolo[2,3-b]pyridine-5-carboxylic acid methyl ester as the heterocycle. Yield: 73%.